The task is: describe an organic reaction: reactants, conditions, products, and yield. This data is from the Open Reaction Database (ORD), a public repository of structured organic reaction records. Reactants: C12C=CC(CC1)C2 (norbornene), C=CC(C)=C (isoprene), stainless steel. Reagents/catalysts: C1(O)=C(O)C(O)=CC=C1 (pyrogallol). Product: CC1=CCC2C3CCC(C2C1)C3 (5-methyl-tricyclo[6.2.1.02,7 ]undec-4-ene). The yield is 37.9%. Reaction SMILES: [CH:1]12[CH2:7][CH:4]([CH2:5][CH2:6]1)[CH:3]=[CH:2]2.[CH2:8]=[CH:9][C:10](=[CH2:12])[CH3:11]>C1(C=CC=C(O)C=1O)O>[CH3:11][C:10]1[CH2:12][CH:3]2[CH:2]([CH:1]3[CH2:7][CH:4]2[CH2:5][CH2:6]3)[CH2:8][CH:9]=1. Procedure details: A mixture of 715 g (7.6 M) of norbornene, 550 g (8.1 M) of isoprene and 2 g of pyrogallol was heated in a stainless steel autoclave at ca. 150° during 15 hours. An internal pressure of 20 atm. is thus reached. The reaction mixture was then distilled by means of a Vigreux column and yielded 467 g (yield 38%) of 5-methyl-tricyclo[6.2.1.02,7 ]undec-4-ene having b.p. 90°/10 Torr. The reactants are BrC1=CC(=NC(=C1)N)N (4-bromo-pyridine-2,6-diamine), C1(=C(C(=CC(=C1)C)C)S(=O)(=O)ON)C (O-mesitylene-sulfonylhydroxylamine), N1=C(C=CC=C1)C=O (pyridine-2-carbaldehyde). Yields the product BrC1=CC=2N(C(=C1)N)N=C(N2)C2=NC=CC=C2 (7-Bromo-2-pyridin-2-yl-[1,2,4]triazolo[1,5-a]pyridin-5-ylamine). Reaction SMILES: [Br:1][C:2]1[CH:7]=[C:6]([NH2:8])[N:5]=[C:4]([NH2:9])[CH:3]=1.C1(C)C=C(C)C=C(C)C=1S(O[NH2:22])(=O)=O.[N:24]1[CH:29]=[CH:28][CH:27]=[CH:26][C:25]=1[CH:30]=O>>[Br:1][C:2]1[CH:7]=[C:6]([NH2:8])[N:5]2[N:22]=[C:30]([C:25]3[CH:26]=[CH:27][CH:28]=[CH:29][N:24]=3)[N:9]=[C:4]2[CH:3]=1. Procedure: The title compound, MS m/e (%): 290 (M+, 100), was prepared in accordance with the general method of example 63 from 4-bromo-pyridine-2,6-diamine, O-mesitylene-sulfonylhydroxylamine, and pyridine-2-carbaldehyde. The purification was performed with reversed phase HPLC eluting with an acetonitrile/water gradient. The reactants are CCOC(C)=O, COc1cc([N+](=O)[O-])c(Cl)cc1C, N#C[Cu]C#N. Yields the product COc1cc([N+](=O)[O-])c(C#N)cc1C. RXN SMILES: [CH3:19][CH2:20][O:21][C:22](=[O:23])[CH3:24].[Cl:1][c:2]1[c:3]([N+:11](=[O:12])[O-:13])[cH:4][c:5]([O:9][CH3:10])[c:6]([CH3:8])[cH:7]1.[Cu:14]([C:15]#[N:16])[C:17]#[N:18]>>[c:2]1([C:15]#[N:16])[c:3]([N+:11](=[O:12])[O-:13])[cH:4][c:5]([O:9][CH3:10])[c:6]([CH3:8])[cH:7]1. Starting materials: Cc1cc(C(=O)O)ccn1, Nc1cnc(OCC(F)(F)F)c(-c2ccc(Cl)cc2)c1. Yields the product Cc1cc(C(=O)Nc2cnc(OCC(F)(F)F)c(-c3ccc(Cl)cc3)c2)ccn1. Reaction SMILES: [CH3:21][c:22]1[n:23][cH:24][cH:25][c:26]([C:28](=[O:29])[OH:30])[cH:27]1.[Cl:1][c:2]1[cH:3][cH:4][c:5](-[c:8]2[cH:9][c:10]([NH2:20])[cH:11][n:12][c:13]2[O:14][CH2:15][C:16]([F:17])([F:18])[F:19])[cH:6][cH:7]1>>[Cl:1][c:2]1[cH:3][cH:4][c:5](-[c:8]2[cH:9][c:10]([NH:20][C:28]([c:26]3[cH:25][cH:24][n:23][c:22]([CH3:21])[cH:27]3)=[O:29])[cH:11][n:12][c:13]2[O:14][CH2:15][C:16]([F:17])([F:18])[F:19])[cH:6][cH:7]1. The reactants are CNC(=O)N1CC2C(C(C1)=CC1=CC=CC=C1)=NNC2C2=CC=CC=C2 (2,3,3a,4,6,7-hexahydro-N-methyl-3-phenyl-7-(phenylmethylene)-5H-pyrazolo[4,3-c]pyridine-5-carboxamide), product, C(C)(=O)OC(C)=O (acetic anhydride), ice water. Product: C(C)(=O)N1N=C2C(CN(CC2=CC2=CC=CC=C2)C(=O)NC)C1C1=CC=CC=C1 (2-Acetyl-2,3,3a,4,6,7-hexahydro-N-methyl-3-phenyl-7-(phenylmethylene)-5H-pyrazolo[4,3-c]pyridine-5-carboxamide). Reaction SMILES: [CH3:1][NH:2][C:3]([N:5]1[CH2:10][C:9](=[CH:11][C:12]2[CH:17]=[CH:16][CH:15]=[CH:14][CH:13]=2)[C:8]2=[N:18][NH:19][CH:20]([C:21]3[CH:26]=[CH:25][CH:24]=[CH:23][CH:22]=3)[CH:7]2[CH2:6]1)=[O:4].[C:27](OC(=O)C)(=[O:29])[CH3:28]>>[C:27]([N:19]1[CH:20]([C:21]2[CH:26]=[CH:25][CH:24]=[CH:23][CH:22]=2)[CH:7]2[CH2:6][N:5]([C:3]([NH:2][CH3:1])=[O:4])[CH2:10][C:9](=[CH:11][C:12]3[CH:17]=[CH:16][CH:15]=[CH:14][CH:13]=3)[C:8]2=[N:18]1)(=[O:29])[CH3:28]. Reported procedure: A suspension of 5 g of 2,3,3a,4,6,7-hexahydro-N-methyl-3-phenyl-7-(phenylmethylene)-5H-pyrazolo[4,3-c]pyridine-5-carboxamide (the product of Example 55) in 50 ml of acetic anhydride is refluxed for four hours. The mixture is cooled and poured onto 250 ml of ice-water. The product is filtered and dried. The reactants are CO, CNC, O=[N+]([O-])c1ccc(S(=O)(=O)Cl)cc1. Product: CN(C)S(=O)(=O)c1ccc([N+](=O)[O-])cc1. As a reaction SMILES: [CH3:17][OH:18].[CH3:1][NH:2][CH3:3].[N+:4](=[O:5])([O-:6])[c:7]1[cH:8][cH:9][c:10]([S:13](=[O:14])(=[O:15])[Cl:16])[cH:11][cH:12]1>>[CH3:1][N:2]([CH3:3])[S:13]([c:10]1[cH:9][cH:8][c:7]([N+:4](=[O:5])[O-:6])[cH:12][cH:11]1)(=[O:14])=[O:15].